This data is from the Open Reaction Database (ORD), a public repository of structured organic reaction records. The task is: describe an organic reaction: reactants, conditions, products, and yield Starting materials: C1(C=2C(C(N1CCC(C)=O)=O)=CC=CC2)=O (4-Phthalimidobutan-2-one), BrBr (bromine). Run in CO (methanol). Run at time 24 hour. Yields the product BrCC(CCN1C(C=2C(C1=O)=CC=CC2)=O)=O (1-Bromo-4-phthalimidobutan-2-one). RXN SMILES: [C:1]1(=[O:16])[N:5]([CH2:6][CH2:7][C:8](=[O:10])[CH3:9])[C:4](=[O:11])[C:3]2=[CH:12][CH:13]=[CH:14][CH:15]=[C:2]12.[Br:17]Br>CO>[Br:17][CH2:9][C:8](=[O:10])[CH2:7][CH2:6][N:5]1[C:4](=[O:11])[C:3]2=[CH:12][CH:13]=[CH:14][CH:15]=[C:2]2[C:1]1=[O:16]. Procedure: To a suspension of 130 g (0.6 mole) of 4-phthalimido butan-2-one (7a) in 1000 ml of absolute methanol is added 96 g (0.6 mole) of bromine and the reaction mixture is stirred for 24 hours at room temperature. The reactants are BrC=1C2=C(SC1C(=O)OC)C=CC=C2Cl (methyl 3-bromo-4-chlorobenzo[b]thiophene-2-carboxylate), CC(C)S (2-propanethiol), N12CCCCCC2=NCCC1 (1,8-diazabicyclo[5.4.0]undec-7-ene). The solvent is CN(C=O)C (N,N-dimethylformamide). Run at time 24 hour. Product: ClC1=CC=CC=2SC(=C(C21)SC(C)C)C(=O)OC (methyl 4-chloro-3-[(1-methylethyl)thio]benzo[b]thiophene-2-carboxylate). As a reaction SMILES: Br[C:2]1[C:3]2[C:14]([Cl:15])=[CH:13][CH:12]=[CH:11][C:4]=2[S:5][C:6]=1[C:7]([O:9][CH3:10])=[O:8].[CH3:16][CH:17]([SH:19])[CH3:18].N12CCCN=C1CCCCC2>CN(C)C=O>[Cl:15][C:14]1[C:3]2[C:2]([S:19][CH:17]([CH3:18])[CH3:16])=[C:6]([C:7]([O:9][CH3:10])=[O:8])[S:5][C:4]=2[CH:11]=[CH:12][CH:13]=1. Reported procedure: A mixture of methyl 3-bromo-4-chlorobenzo[b]thiophene-2-carboxylate (0.62 g, 2.0 mmol) , 2-propanethiol (0.30 mL, 0.25 g, 3.2 mmol) , and 1,8-diazabicyclo[5.4.0]undec-7-ene (0.33 mL, 0.34 g, 2.2 mmol) in 5.0 mL of N,N-dimethylformamide is stirred at room temperature for 24 hours. The reaction mixture is partitioned between 150 mL of cold 1.0N HCl and 75 mL of dichloromethane, and the aqueous layer is extracted several times with fresh dichloromethane. The combined organic layers are washed with ... Starting materials: C(C)N(C(=O)N1C=NC=C1)C (N-ethyl-N-methyl-1H-imidazole-1-carboxamide), S(=O)(=O)(OC)OC (dimethyl sulfate). Run in C(C)#N (acetonitrile). Conditions: time 8 hour. The product is COS(=O)(=O)[O-].C(C)N(C)C(=O)[NH+]1CN(C=C1)C (1-[[N-ethyl-(N-methyl)amino]carbonyl]-3-methyl-1H-imidazolium methyl sulfate). The yield is 197.8%. As a reaction SMILES: [CH2:1]([N:3]([CH3:11])[C:4]([N:6]1[CH:10]=[CH:9][N:8]=[CH:7]1)=[O:5])[CH3:2].[S:12]([O:17]C)([O:15][CH3:16])(=[O:14])=[O:13]>C(#N)C>[CH3:16][O:15][S:12]([O-:17])(=[O:14])=[O:13].[CH2:1]([N:3]([C:4]([NH+:6]1[CH:10]=[CH:9][N:8]([CH3:16])[CH2:7]1)=[O:5])[CH3:11])[CH3:2] |f:3.4|. Procedure: To the cooled solution of N-ethyl-N-methyl-1H-imidazole-1-carboxamide (5 g, 32.7 mmol) in acetonitrile (10 mL) was added slowly dimethyl sulfate (4.12 g, 32.7 mmol). The reaction mixture was stirred at room temperature overnight and then was evaporated under vacuum to yield 1-[[N-ethyl-(N-methyl)amino]carbonyl]-3-methyl-1H-imidazolium methyl sulfate (9.1 g). 1H NMR (CDCl3) δ 9.7 (s, 1H); 7.7 (s, 1H); 7.6 (s, 1H); 4.1 (s, 3H); 3.65 (s, 3H), 3.5 (q, J=7.2 Hz, 2H), 3.15 (s, 3H), 1.3 (t, J=7.2 Hz, 3... Starting materials: O=C([O-])[O-], CN(C)C=O, CCCOC(=O)c1cc2ccccc2cc1Oc1ccnc2cc(OCCCl)c(OC)cc12, [K+], [K+], O, c1c[nH]cn1. Yields the product CCCOC(=O)c1cc2ccccc2cc1Oc1ccnc2cc(OCCn3ccnc3)c(OC)cc12. As a reaction SMILES: [C:34](=[O:35])([O-:36])[O-:37].[CH3:46][N:47]([CH3:48])[CH:49]=[O:50].[Cl:1][CH2:2][CH2:3][O:4][c:5]1[c:6]([O:32][CH3:33])[cH:7][c:8]2[c:9]([O:15][c:16]3[c:17]([C:26](=[O:27])[O:28][CH2:29][CH2:30][CH3:31])[cH:18][c:19]4[cH:20][cH:21][cH:22][cH:23][c:24]4[cH:25]3)[cH:10][cH:11][n:12][c:13]2[cH:14]1.[K+:38].[K+:39].[OH2:45].[nH:40]1[cH:41][n:42][cH:43][cH:44]1>>[CH2:2]([CH2:3][O:4][c:5]1[c:6]([O:32][CH3:33])[cH:7][c:8]2[c:9]([O:15][c:16]3[c:17]([C:26](=[O:27])[O:28][CH2:29][CH2:30][CH3:31])[cH:18][c:19]4[cH:20][cH:21][cH:22][cH:23][c:24]4[cH:25]3)[cH:10][cH:11][n:12][c:13]2[cH:14]1)[n:40]1[cH:41][n:42][cH:43][cH:44]1.